The task is: describe an organic reaction: reactants, conditions, products, and yield. This data is from the Open Reaction Database (ORD), a public repository of structured organic reaction records. Reactants: O (water), C(C(=O)O)(=O)O.COC1=CC2=C(C(CNCC2)OC2=CC=CC=C2)C=C1OC (7,8-dimethoxy-1-phenoxy-2,3,4,5-tetrahydro-3-benzazepine oxalate), O(C1=CC=CC=C1)CCCBr (3-phenoxypropyl bromide), C([O-])([O-])=O.[K+].[K+] (potassium carbonate). Run in CN(C)C=O (DMF). Run at temperature 80 celsius, time 2 hour. Yields the product COC1=CC2=C(C(CN(CC2)CCCOC2=CC=CC=C2)OC2=CC=CC=C2)C=C1OC (7,8-dimethoxy-3-(3-phenoxypropyl)-1-phenoxy-2,3,4,5-tetrahydro-3-benzazepine). Yield: 67.8%. RXN SMILES: C(O)(=O)C(O)=O.[CH3:7][O:8][C:9]1[C:26]([O:27][CH3:28])=[CH:25][C:12]2[CH:13]([O:18][C:19]3[CH:24]=[CH:23][CH:22]=[CH:21][CH:20]=3)[CH2:14][NH:15][CH2:16][CH2:17][C:11]=2[CH:10]=1.[O:29]([CH2:36][CH2:37][CH2:38]Br)[C:30]1[CH:35]=[CH:34][CH:33]=[CH:32][CH:31]=1.C(=O)([O-])[O-].[K+].[K+].O>CN(C=O)C>[CH3:7][O:8][C:9]1[C:26]([O:27][CH3:28])=[CH:25][C:12]2[CH:13]([O:18][C:19]3[CH:24]=[CH:23][CH:22]=[CH:21][CH:20]=3)[CH2:14][N:15]([CH2:38][CH2:37][CH2:36][O:29][C:30]3[CH:35]=[CH:34][CH:33]=[CH:32][CH:31]=3)[CH2:16][CH2:17][C:11]=2[CH:10]=1 |f:0.1,3.4.5|. Reported procedure: A mixture of 7,8-dimethoxy-1-phenoxy-2,3,4,5-tetrahydro-3-benzazepine of Example 35 (4.8 g, 16 mmole) and 3-phenoxypropyl bromide (4 g, 18 mmole) in 25 ml DMF containing potassium carbonate (milled, 4.4 g, 32 mmole) was stirred at 80° C. for two hours. After cooling, the mixture was stirred with 300 ml water and was extracted with ethyl acetate-ether. The organic extract was washed with water, saturated NaCl and was dried (anhydrous MgSO4), filtered and evaporated to 9 g of an oil. This oil was ... Reaction SMILES: [CH3:1][c:2]1[cH:3][c:4]([C:5](=[O:6])[N:7]2[CH:8]([CH2:14][c:15]3[cH:16][cH:17][cH:18][cH:19][cH:20]3)[CH2:9][CH:10]([OH:13])[CH2:11][CH2:12]2)[cH:21][c:22]([CH3:24])[cH:23]1.[CH3:45][N:46]([CH3:47])[CH:48]=[O:49].[Cl:27][c:28]1[n:29][c:30]2[c:31]([n:32]1[CH2:33][c:34]1[cH:35][cH:36][c:37]([F:40])[cH:38][cH:39]1)[cH:41][cH:42][cH:43][cH:44]2.[H-:25].[Na+:26]>>[CH3:1][c:2]1[cH:3][c:4]([C:5](=[O:6])[N:7]2[CH:8]([CH2:14][c:15]3[cH:16][cH:17][cH:18][cH:19][cH:20]3)[CH2:9][CH:10]([O:13][c:28]3[n:29][c:30]4[c:31]([n:32]3[CH2:33][c:34]3[cH:35][cH:36][c:37]([F:40])[cH:38][cH:39]3)[cH:41][cH:42][cH:43][cH:44]4)[CH2:11][CH2:12]2)[cH:21][c:22]([CH3:24])[cH:23]1. Starting materials: Cc1cc(C)cc(C(=O)N2CCC(O)CC2Cc2ccccc2)c1, CN(C)C=O, Fc1ccc(Cn2c(Cl)nc3ccccc32)cc1, [H-], [Na+]. Yields the product Cc1cc(C)cc(C(=O)N2CCC(Oc3nc4ccccc4n3Cc3ccc(F)cc3)CC2Cc2ccccc2)c1. The reactants are CC(C)=O, CO, O=Cc1ccc(C2CCCCC2)c(Cl)c1, [K+], [OH-], O. The product is CC(=O)C=Cc1ccc(C2CCCCC2)c(Cl)c1. Reaction SMILES: [CH3:16][C:17]([CH3:18])=[O:19].[CH3:20][OH:21].[Cl:1][c:2]1[cH:3][c:4]([CH:5]=[O:6])[cH:7][cH:8][c:9]1[CH:10]1[CH2:11][CH2:12][CH2:13][CH2:14][CH2:15]1.[K+:23].[OH-:22].[OH2:24]>>[Cl:1][c:2]1[cH:3][c:4]([CH:5]=[CH:16][C:17]([CH3:18])=[O:19])[cH:7][cH:8][c:9]1[CH:10]1[CH2:11][CH2:12][CH2:13][CH2:14][CH2:15]1. Reactants: ClCC=1N=CSC1 (4-chloromethylthiazole), C(C)C1=C(N)C(=CC=C1)C (2-ethyl-6-methylaniline), C([O-])([O-])=O.[K+].[K+] (potassium carbonate). Solvent: CN(C=O)C (dimethylformamide). Conditions: temperature 100 celsius, time 3 day. Yields the product S1C=NC(=C1)CNC1=C(C=CC=C1C)CC (N-(thiazol-4-yl)methyl-2-ethyl-6-methylaniline). The yield is 39.7%. RXN SMILES: Cl[CH2:2][C:3]1[N:4]=[CH:5][S:6][CH:7]=1.[CH2:8]([C:10]1[CH:16]=[CH:15][CH:14]=[C:13]([CH3:17])[C:11]=1[NH2:12])[CH3:9].C(=O)([O-])[O-].[K+].[K+]>CN(C)C=O>[S:6]1[CH:7]=[C:3]([CH2:2][NH:12][C:11]2[C:13]([CH3:17])=[CH:14][CH:15]=[CH:16][C:10]=2[CH2:8][CH3:9])[N:4]=[CH:5]1 |f:2.3.4|. Procedure: In 200 ml dry dimethylformamide was added 10.2 g 4-chloromethylthiazole, 10.26 g 2-ethyl-6-methylaniline and 10.54 g of potassium carbonate. The mixture was stirred at 100° C. for 3 days and filtered. The filtrate was stripped, dissolved in methylene chloride, washed with water, dried and stripped again. The crude product was chromatographed with methylene chloride through a 200-g silica-gel column to give 7 g of product. Reactants: C1CCOC1, OCCOCCOCCOCCOCCOCCO, COC(=O)c1cc(O)cc(C(=O)OC)c1, c1ccc(P(c2ccccc2)c2ccccc2)cc1. The product is COC(=O)c1cc(OCCOCCOCCOCCOCCOCCO)cc(C(=O)OC)c1. Reaction SMILES: [CH2:54]1[O:55][CH2:56][CH2:57][CH2:58]1.[OH:16][CH2:17][CH2:18][O:19][CH2:20][CH2:21][O:22][CH2:23][CH2:24][O:25][CH2:26][CH2:27][O:28][CH2:29][CH2:30][O:31][CH2:32][CH2:33][OH:34].[OH:1][c:2]1[cH:3][c:4]([C:12](=[O:13])[O:14][CH3:15])[cH:5][c:6]([C:7](=[O:8])[O:9][CH3:10])[cH:11]1.[c:35]1([P:36]([c:37]2[cH:38][cH:39][cH:40][cH:41][cH:42]2)[c:43]2[cH:44][cH:45][cH:46][cH:47][cH:48]2)[cH:49][cH:50][cH:51][cH:52][cH:53]1>>[O:1]([c:2]1[cH:3][c:4]([C:12](=[O:13])[O:14][CH3:15])[cH:5][c:6]([C:7](=[O:8])[O:9][CH3:10])[cH:11]1)[CH2:17][CH2:18][O:19][CH2:20][CH2:21][O:22][CH2:23][CH2:24][O:25][CH2:26][CH2:27][O:28][CH2:29][CH2:30][O:31][CH2:32][CH2:33][OH:34].